From a dataset of the Open Reaction Database (ORD), a public repository of structured organic reaction records. describe an organic reaction: reactants, conditions, products, and yield Reactants: CN1SC(Cl)(Cl)C(Cl)(Cl)C1=O, ClC(Cl)Cl, O=C(OO)c1cccc(Cl)c1. The product is CN1C(=O)C(Cl)(Cl)C(Cl)(Cl)S1=O. RXN SMILES: [CH3:1][N:2]1[S:3][C:4]([Cl:10])([Cl:11])[C:5]([Cl:8])([Cl:9])[C:6]1=[O:7].[CH:23]([Cl:24])([Cl:25])[Cl:26].[Cl:12][c:13]1[cH:14][cH:15][cH:16][c:17]([C:18]([O:19][OH:21])=[O:20])[cH:22]1>>[CH3:1][N:2]1[S:3](=[O:20])[C:4]([Cl:10])([Cl:11])[C:5]([Cl:8])([Cl:9])[C:6]1=[O:7]. Yields the product N1N=NN=C1NC(=O)C1=NC(=CC(=C1)C)C1=CC(=CC=C1)[N+](=O)[O-] (N-(5-tetrazolyl)-4-methyl-6-(3-nitrophenyl)-2-pyridinecarboxamide). Procedure details: In the same manner as described in Example 13-(1), 4-methyl-6-(3-nitrophenyl)-2-pyridinecarboxylic acid (3.0 g), thionyl chloride (30 ml) and 5-aminotetrazole (1.2 g) are reacted to give N-(5-tetrazolyl)-4-methyl-6-(3-nitrophenyl)-2-pyridinecarboxamide (1.92 g). M.P. 288°-290° C. (decomp.) (recrystallized from dimethylformamide) RXN SMILES: [CH3:1][C:2]1[CH:7]=[C:6]([C:8]2[CH:13]=[CH:12][CH:11]=[C:10]([N+:14]([O-:16])=[O:15])[CH:9]=2)[N:5]=[C:4]([C:17]([OH:19])=O)[CH:3]=1.[NH2:20][C:21]1[NH:25][N:24]=[N:23][N:22]=1>S(Cl)(Cl)=O>[NH:22]1[C:21]([NH:20][C:17]([C:4]2[CH:3]=[C:2]([CH3:1])[CH:7]=[C:6]([C:8]3[CH:13]=[CH:12][CH:11]=[C:10]([N+:14]([O-:16])=[O:15])[CH:9]=3)[N:5]=2)=[O:19])=[N:25][N:24]=[N:23]1. Starting materials: CC1=CC(=NC(=C1)C1=CC(=CC=C1)[N+](=O)[O-])C(=O)O (4-methyl-6-(3-nitrophenyl)-2-pyridinecarboxylic acid), NC1=NN=NN1 (5-aminotetrazole). Solvent: S(=O)(Cl)Cl (thionyl chloride). The yield is 50.8%.